From a dataset of the Open Reaction Database (ORD), a public repository of structured organic reaction records. describe an organic reaction: reactants, conditions, products, and yield Starting materials: C(C)(C)C=1C=C(OC1C(C)C)C(=O)NC1=CC=C(O1)C(=O)OC (methyl 5-[(4,5-diisopropylfuran-2-carbonyl)amino]-2-furancarboxylate), [OH-].[Li+] (lithium hydroxide). Yields the product C(C)(C)C=1C=C(OC1C(C)C)C(=O)NC1=CC=C(O1)C(=O)O (5-[(4,5-Diisopropylfuran-2-carbonyl)amino]-2-furancarboxylic acid). Isolated yield 74.4%. As a reaction SMILES: [CH:1]([C:4]1[CH:5]=[C:6]([C:12]([NH:14][C:15]2[O:19][C:18]([C:20]([O:22]C)=[O:21])=[CH:17][CH:16]=2)=[O:13])[O:7][C:8]=1[CH:9]([CH3:11])[CH3:10])([CH3:3])[CH3:2].[OH-].[Li+]>>[CH:1]([C:4]1[CH:5]=[C:6]([C:12]([NH:14][C:15]2[O:19][C:18]([C:20]([OH:22])=[O:21])=[CH:17][CH:16]=2)=[O:13])[O:7][C:8]=1[CH:9]([CH3:11])[CH3:10])([CH3:2])[CH3:3] |f:1.2|. Procedure: This ester (42 mg, 0.132 mmol) was hydrolyzed with lithium hydroxide in a conventional manner, and then the residue was recrystallized to obtain the title compound (35, 30 mg, 75%) as pale yellow prisms. Starting materials: O=C1C2=C(CCC3=C1C=CC(=C3)C(=O)O)C=CC=C2 (5-Oxo-10,11-dihydro-5H-dibenzo[a,d]cycloheptene-2-carboxylic acid), C(OCC)(OCC)OCC (triethyl orthoformate), S(O)(O)(=O)=O (sulfuric acid). Solvent: C(C)(=O)OCC (ethyl acetate), C(C)O (ethanol). The product is O=C1C2=C(CCC3=C1C=CC(=C3)C(=O)OCC)C=CC=C2 (ethyl 5-oxo-10,11-dihydro-5H-dibenzo[a,d]cycloheptene-2-carboxylate). Isolated yield 93.9%. As a reaction SMILES: [O:1]=[C:2]1[C:8]2[CH:9]=[CH:10][C:11]([C:13]([OH:15])=[O:14])=[CH:12][C:7]=2[CH2:6][CH2:5][C:4]2[CH:16]=[CH:17][CH:18]=[CH:19][C:3]1=2.C(OCC)(OCC)O[CH2:22][CH3:23].S(=O)(=O)(O)O>C(O)C.C(OCC)(=O)C>[O:1]=[C:2]1[C:8]2[CH:9]=[CH:10][C:11]([C:13]([O:15][CH2:22][CH3:23])=[O:14])=[CH:12][C:7]=2[CH2:6][CH2:5][C:4]2[CH:16]=[CH:17][CH:18]=[CH:19][C:3]1=2. Procedure details: [step 1] 5-Oxo-10,11-dihydro-5H-dibenzo[a,d]cycloheptene-2-carboxylic acid (JP-B-2526005, 19.9 g, 79 mmol) and triethyl orthoformate (17.0 mL, 102 mmol) were dissolved in ethanol (130 mL), followed by adding concentrated sulfuric acid (1.68 mL, 32 mmol) and the mixture was stirred under reflux for 12 hr. The mixture was diluted with ethyl acetate, and the organic layer was washed with saturated aqueous sodium hydrogen carbonate solution, dried over anhydrous magnesium sulfate, and concentrated u... Reactants: CCOC(=O)C(=O)N(c1ccccc1)c1c(C)cc(C)cc1C, C1CCOC1, CCOCC, [Na+], [OH-]. Yields the product Cc1cc(C)c(N(C(=O)C(=O)O)c2ccccc2)c(C)c1. Reaction SMILES: [CH2:1]([CH3:2])[O:3][C:4]([C:5](=[O:6])[N:7]([c:8]1[cH:9][cH:10][cH:11][cH:12][cH:13]1)[c:14]1[c:15]([CH3:22])[cH:16][c:17]([CH3:21])[cH:18][c:19]1[CH3:20])=[O:23].[CH2:31]1[O:32][CH2:33][CH2:34][CH2:35]1.[CH3:26][CH2:27][O:28][CH2:29][CH3:30].[Na+:25].[OH-:24]>>[O:3]=[C:4]([C:5](=[O:6])[N:7]([c:8]1[cH:9][cH:10][cH:11][cH:12][cH:13]1)[c:14]1[c:15]([CH3:22])[cH:16][c:17]([CH3:21])[cH:18][c:19]1[CH3:20])[OH:23].